Dataset: the Open Reaction Database (ORD), a public repository of structured organic reaction records. Task: describe an organic reaction: reactants, conditions, products, and yield Reactants: C1(CC1)N1C(CC2=CC(=CC(=C12)F)[N+](=O)[O-])=O (1-cyclopropyl-7-fluoro-5-nitro-1,3-dihydro-indol-2-one), [Cl-].[NH4+] (ammonium chloride). Reagents/catalysts: [Fe] (Iron). Solvent: C(C)O (ethanol), O (water), ClCCl (dichloromethane). Product: NC=1C=C2CC(N(C2=C(C1)F)C1CC1)=O (5-amino-1-cyclopropyl-7-fluoro-1,3-dihydro-indol-2-one). RXN SMILES: [CH:1]1([N:4]2[C:12]3[C:7](=[CH:8][C:9]([N+:14]([O-])=O)=[CH:10][C:11]=3[F:13])[CH2:6][C:5]2=[O:17])[CH2:3][CH2:2]1.[Cl-].[NH4+]>C(O)C.O.ClCCl.[Fe]>[NH2:14][C:9]1[CH:8]=[C:7]2[C:12](=[C:11]([F:13])[CH:10]=1)[N:4]([CH:1]1[CH2:2][CH2:3]1)[C:5](=[O:17])[CH2:6]2 |f:1.2|. Procedure details: Iron powder (0.994 g, 17.8 mmol) is added in small portions to 1-cyclopropyl-7-fluoro-5-nitro-1,3-dihydro-indol-2-one (1.05 g, 4.44 mmol) and ammonium chloride (2.32 g, 44.5 mmol) in ethanol (50 ml) and water (25 ml) at 90° C. The reaction mixture is stirred vigorously and heated for 60 min, cooled to room temperature, and diluted with dichloromethane (250 ml). The mixture is filtered through celite, the organic layer separated and washed with water and brine, dried over sodium sulfate and evapo... Starting materials: ClCCl, CON(C)C(=O)NNc1cccc2c1OC(C)C2, O=C(OO)c1cccc(Cl)c1. Yields the product CON(C)C(=O)N=Nc1cccc2c1OC(C)C2. As a reaction SMILES: [CH2:30]([Cl:31])[Cl:32].[CH3:12][CH:13]1[O:14][c:15]2[c:16]([cH:18][cH:19][cH:20][c:21]2[NH:22][NH:23][C:24](=[O:25])[N:26]([CH3:27])[O:28][CH3:29])[CH2:17]1.[OH:1][O:2][C:3]([c:4]1[cH:5][c:6]([Cl:7])[cH:8][cH:9][cH:10]1)=[O:11]>>[CH3:12][CH:13]1[O:14][c:15]2[c:16]([cH:18][cH:19][cH:20][c:21]2[N:22]=[N:23][C:24](=[O:25])[N:26]([CH3:27])[O:28][CH3:29])[CH2:17]1.